From a dataset of the Open Reaction Database (ORD), a public repository of structured organic reaction records. describe an organic reaction: reactants, conditions, products, and yield Reactants: CC(C)(C)OC(=O)NCCc1ccccc1, C=CCBr, C1CCOC1, [Cl-], [H-], [H][H], [NH4+], [Na+]. Yields the product C=CCN(CCc1ccccc1)C(=O)OC(C)(C)C. RXN SMILES: [C:1]([CH3:2])([CH3:3])([CH3:4])[O:5][C:6](=[O:7])[NH:8][CH2:9][CH2:10][c:11]1[cH:12][cH:13][cH:14][cH:15][cH:16]1.[CH2:21]([CH:22]=[CH2:23])[Br:24].[CH2:27]1[O:28][CH2:29][CH2:30][CH2:31]1.[Cl-:25].[H-:17].[H:19][H:20].[NH4+:26].[Na+:18]>>[C:1]([CH3:2])([CH3:3])([CH3:4])[O:5][C:6](=[O:7])[N:8]([CH2:9][CH2:10][c:11]1[cH:12][cH:13][cH:14][cH:15][cH:16]1)[CH2:23][CH:22]=[CH2:21]. Run in C(Cl)Cl (DCM), C(Cl)Cl (DCM). Reaction conditions: time 2 hour. Procedure: To a solution of ethyl 4-(azetidin-3-yloxy)-2-methyl-1-benzofuran-6-carboxylate (200 mg, 0.73 mmol) in dissolved in DCM with containing TEA (0.4 mL, 2.9 mmol) was added dimethylcarbamic chloride (0.1 mL, 1.09 mmol). The mixture solution was stirred at room temperature for 2 hrs. The reaction was diluted with DCM, washed with NaHCO3, brine, dried over Na2SO4 and concentrated under reduced pressure. The product was purified via gradient silica gel chromatography using EtOAc/Hexanes (20/80 to 60/40... Reactants: N1CC(C1)OC1=CC(=CC2=C1C=C(O2)C)C(=O)OCC (ethyl 4-(azetidin-3-yloxy)-2-methyl-1-benzofuran-6-carboxylate), TEA, CN(C(=O)Cl)C (dimethylcarbamic chloride). The yield is 54.6%. As a reaction SMILES: [NH:1]1[CH2:4][CH:3]([O:5][C:6]2[C:11]3[CH:12]=[C:13]([CH3:15])[O:14][C:10]=3[CH:9]=[C:8]([C:16]([O:18][CH2:19][CH3:20])=[O:17])[CH:7]=2)[CH2:2]1.[CH3:21][N:22]([CH3:26])[C:23](Cl)=[O:24]>C(Cl)Cl>[CH3:21][N:22]([CH3:26])[C:23]([N:1]1[CH2:4][CH:3]([O:5][C:6]2[C:11]3[CH:12]=[C:13]([CH3:15])[O:14][C:10]=3[CH:9]=[C:8]([C:16]([O:18][CH2:19][CH3:20])=[O:17])[CH:7]=2)[CH2:2]1)=[O:24]. Product: CN(C(=O)N1CC(C1)OC1=CC(=CC2=C1C=C(O2)C)C(=O)OCC)C (Ethyl 4-({1-[(dimethylamino)carbonyl]azetidin-3-yl}oxy)-2-methyl-1-benzofuran-6-carboxylate).